The task is: describe an organic reaction: reactants, conditions, products, and yield. This data is from the Open Reaction Database (ORD), a public repository of structured organic reaction records. Reactants: O (water), C(C)O (ethanol), [BH4-].[Na+] (sodium borohydride), ClC1=C(C(=CC(=C1)C(F)(F)F)Cl)N1NC(=CC1=NC(Cl)C1=NC=CN=C1)C#N (1-(2,6-dichloro-4-trifluoromethylphenyl)-5-(pyrazin-2-ylchloromethylimino)pyrazole-3-carbonitrile). Solvent: C(C)(=O)OCC (ethyl acetate). Conditions: time 1 hour. Product: ClC1=C(C(=CC(=C1)C(F)(F)F)Cl)N1N=C(C=C1NCC1=NC=CN=C1)C#N (1-(2,6-dichloro-4-trifluoromethylphenyl)-5-(pyrazin-2-ylmethylamino)pyrazole-3-carbonitrile). The yield is 92.4%. Reaction SMILES: C(O)C.[BH4-].[Na+].[Cl:6][C:7]1[CH:12]=[C:11]([C:13]([F:16])([F:15])[F:14])[CH:10]=[C:9]([Cl:17])[C:8]=1[N:18]1[C:22](=[N:23][CH:24]([C:26]2[CH:31]=[N:30][CH:29]=[CH:28][N:27]=2)Cl)[CH:21]=[C:20]([C:32]#[N:33])[NH:19]1.O>C(OCC)(=O)C>[Cl:17][C:9]1[CH:10]=[C:11]([C:13]([F:14])([F:15])[F:16])[CH:12]=[C:7]([Cl:6])[C:8]=1[N:18]1[C:22]([NH:23][CH2:24][C:26]2[CH:31]=[N:30][CH:29]=[CH:28][N:27]=2)=[CH:21][C:20]([C:32]#[N:33])=[N:19]1 |f:1.2|. Procedure: To an ethanol (2 ml) suspension of 85 mg (2.2 mmol) of sodium borohydride was gradually added 0.5 g (1.1 mmol) of 1-(2,6-dichloro-4-trifluoromethylphenyl)-5-(pyrazin-2-ylchloromethylimino)pyrazole-3-carbonitrile at 20° C. or less. After 1 hour of stirring at room temperature, the mixture was gradually poured into 40 ml of water to precipitate crystals. After 30 minutes of stirring, the crystals were filtrated and washed with water until the pH of the filtrate became 6. The crystals thus obtained...